Dataset: the Open Reaction Database (ORD), a public repository of structured organic reaction records. Task: describe an organic reaction: reactants, conditions, products, and yield The reactants are Brc1ccc(I)cc1, CC(O)N(C)C, [Cu]I, [K+], [K+], [K+], OC1CCNC1, O, O, O=P([O-])([O-])[O-]. Yields the product OC1CCN(c2ccc(Br)cc2)C1. As a reaction SMILES: [Br:1][c:2]1[cH:3][cH:4][c:5]([I:8])[cH:6][cH:7]1.[CH3:25][N:26]([CH:27]([OH:28])[CH3:29])[CH3:30].[Cu:31][I:32].[K+:20].[K+:21].[K+:22].[NH:9]1[CH2:10][CH:11]([OH:14])[CH2:12][CH2:13]1.[OH2:23].[OH2:24].[P:15]([O-:16])([O-:17])([O-:18])=[O:19]>>[Br:1][c:2]1[cH:3][cH:4][c:5]([N:9]2[CH2:10][CH:11]([OH:14])[CH2:12][CH2:13]2)[cH:6][cH:7]1. Starting materials: CCN(C(C)C)C(C)C, O=C=NCc1ccc(Cl)c(Cl)c1, Nc1nc(CCl)cs1, ClCCl, Cl. The product is O=C(NCc1ccc(Cl)c(Cl)c1)Nc1nc(CCl)cs1. As a reaction SMILES: [CH:22]([N:23]([CH2:24][CH3:25])[CH:26]([CH3:27])[CH3:28])([CH3:29])[CH3:30].[Cl:10][c:11]1[cH:12][c:13]([CH2:14][N:15]=[C:16]=[O:17])[cH:18][cH:19][c:20]1[Cl:21].[Cl:2][CH2:3][c:4]1[n:5][c:6]([NH2:9])[s:7][cH:8]1.[Cl:31][CH2:32][Cl:33].[ClH:1]>>[Cl:2][CH2:3][c:4]1[n:5][c:6]([NH:9][C:16]([NH:15][CH2:14][c:13]2[cH:12][c:11]([Cl:10])[c:20]([Cl:21])[cH:19][cH:18]2)=[O:17])[s:7][cH:8]1. Reactants: COC1=CC=C(C=N1)C1=CC=C2C=NC(=NN21)OS(=O)(=O)C(F)(F)F (Trifluoro-methanesulfonic acid 7-(6-methoxy-pyridin-3-yl)-pyrrolo[2,1-f][1,2,4]triazin-2-yl ester), NC=1C=C2CN(CC2=CC1)CC(=O)N (2-(5-Amino-1,3-dihydro-isoindol-2-yl)-acetamide). Run in COC(CC)O (methoxypropanol). Product: COC1=CC=C(C=N1)C1=CC=C2C=NC(=NN21)NC=2C=C1CN(CC1=CC2)CC(=O)N (2-{5-[7-(6-Methoxy-pyridin-3-yl)-pyrrolo[2,1-f][1,2,4]triazin-2-ylamino]-1,3-dihydro-isoindol-2-yl}-acetamide). As a reaction SMILES: [CH3:1][O:2][C:3]1[N:8]=[CH:7][C:6]([C:9]2[N:17]3[C:12]([CH:13]=[N:14][C:15](OS(C(F)(F)F)(=O)=O)=[N:16]3)=[CH:11][CH:10]=2)=[CH:5][CH:4]=1.[NH2:26][C:27]1[CH:28]=[C:29]2[C:33](=[CH:34][CH:35]=1)[CH2:32][N:31]([CH2:36][C:37]([NH2:39])=[O:38])[CH2:30]2>COC(O)CC>[CH3:1][O:2][C:3]1[N:8]=[CH:7][C:6]([C:9]2[N:17]3[C:12]([CH:13]=[N:14][C:15]([NH:26][C:27]4[CH:28]=[C:29]5[C:33](=[CH:34][CH:35]=4)[CH2:32][N:31]([CH2:36][C:37]([NH2:39])=[O:38])[CH2:30]5)=[N:16]3)=[CH:11][CH:10]=2)=[CH:5][CH:4]=1. Procedure: Trifluoro-methanesulfonic acid 7-(6-methoxy-pyridin-3-yl)-pyrrolo[2,1-f][1,2,4]triazin-2-yl ester (0.112 g, 0.298 mmol) and 2-(5-Amino-1,3-dihydro-isoindol-2-yl)-acetamide (0.077 g, 0.40 mmol) were reacted in an analogous manner to Example 908D at 50° C. for 16 h in methoxypropanol. Yellow solid precipitated out which was filtered off and washed with water (47 mg, 38%). Found to be pure desired product. LCMS=415.9 (M+H), HPLC rt=2.039 min, purity=96%. 1H NMR (400 MHz, (D3C)2SO, δ, ppm): 9.51 (s,... The reactants are C(C)(C)[Mg]Cl (isopropylmagnesium chloride), CC(C)(C)C=1C=C(C=C(C1O)C(C)(C)C)SCCCO (3-[[3,5-bis(1,1-dimethylethyl)-4-hydroxyphenyl]thio] propanol), O (water), Cl (hydrochloric acid). The solvent is O1CCCC1 (tetrahydrofuran), O1CCCC1 (tetrahydrofuran). Conditions: time 3 hour. Product: CC(C)(C)C1=C(C(=CC(=C1)SCCC(C(C)C)O)C(C)(C)C)O (2,6-bis(1,1-dimethylethyl)-4-[(3-hydroxy-4-methylpentyl)thio]phenol). RXN SMILES: [CH3:1][C:2]([C:5]1[CH:6]=[C:7]([S:16][CH2:17][CH2:18][CH2:19][OH:20])[CH:8]=[C:9]([C:12]([CH3:15])([CH3:14])[CH3:13])[C:10]=1[OH:11])([CH3:4])[CH3:3].[CH:21]([Mg]Cl)([CH3:23])[CH3:22].Cl.O>O1CCCC1>[CH3:4][C:2]([C:5]1[CH:6]=[C:7]([S:16][CH2:17][CH2:18][CH:19]([OH:20])[CH:21]([CH3:23])[CH3:22])[CH:8]=[C:9]([C:12]([CH3:13])([CH3:14])[CH3:15])[C:10]=1[OH:11])([CH3:1])[CH3:3]. Procedure details: 3-[[3,5-bis(1,1-dimethylethyl)-4-hydroxyphenyl]thio] propanol (2.0 g, prepared as described in U.S. Pat. No. 4,857,558) was dissolved in 20 ml of dry tetrahydrofuran under argon and added to 8.5 ml of 2M isopropylmagnesium chloride in tetrahydrofuran that had previously been added under argon gas to a flask that had been dried in vacuo overnight. Reaction temperature was maintained at 10°-15° C. with an ice bath. When addition was complete, the reaction mixture was allowed warm to room temperatu... Procedure: Methyl 2-methyl-3-(4-allyloxyphenyl)propionate m/z 235(M+H) was prepared from methyl 2-methyl-3-(4-hydroxyphenylpropionate using the method described in Example 1 for the preparation of ethyl 3-(4-allyloxyphenyl)propionate. Methyl 2-methyl-3-(3-allyl-4-hydroxyphenyl)propionate was prepared from methyl 2-methyl-3-(4-allyloxyphenyl)propionate using the method described in Example 1 for the preparation of ethyl 3-(3-allyl-4-hydroxyphenyl)propionate. The product was isolated as an orange oil; NMR(CD... The reactants are CC(C(=O)OC)CC1=CC=C(C=C1)OCC=C (Methyl 2-methyl-3-(4-allyloxyphenyl)propionate), C(C=C)C=1C=C(C=CC1O)CCC(=O)OCC (ethyl 3-(3-allyl-4-hydroxyphenyl)propionate), CC(C(=O)OC)CC1=CC=C(C=C1)OCC=C (methyl 2-methyl-3-(4-allyloxyphenyl)propionate), OC1=CC=C(C=C1)C(C(=O)[O-])C (4-hydroxyphenylpropionate), C(C=C)OC1=CC=C(C=C1)CCC(=O)OCC (ethyl 3-(4-allyloxyphenyl)propionate). RXN SMILES: [CH3:1][CH:2]([CH2:7][C:8]1[CH:13]=[CH:12][C:11]([O:14]CC=C)=[CH:10][CH:9]=1)[C:3]([O:5][CH3:6])=[O:4].O[C:19]1[CH:24]=CC(C(C)C([O-])=O)=C[CH:20]=1.C(OC1C=CC(CCC(OCC)=O)=CC=1)C=C.C(C1C=C(CCC(OCC)=O)C=CC=1O)C=C>>[CH3:1][CH:2]([CH2:7][C:8]1[CH:9]=[CH:10][C:11]([OH:14])=[C:12]([CH2:24][CH:19]=[CH2:20])[CH:13]=1)[C:3]([O:5][CH3:6])=[O:4]. The product is CC(C(=O)OC)CC1=CC(=C(C=C1)O)CC=C (Methyl 2-methyl-3-(3-allyl-4-hydroxyphenyl)propionate). The reactants are BrC1=CC=C(C=C1)[C@@H]1[C@H](C1)CN(CC)CC (N-(((1S,2S)-2-(4-bromophenyl)cyclopropyl)methyl)-N-ethylethanamine), N=1NC(C=CC1)=O (3(2H)-pyridazinone). Yields the product C(C)N(CC)C[C@@H]1[C@H](C1)C1=CC=C(C=C1)N1N=CC=CC1=O (2-(4-((1S,2S)-2-((diethylamino)methyl)cyclopropyl)phenyl)pyridazin-3(2H)-one). Reaction SMILES: Br[C:2]1[CH:7]=[CH:6][C:5]([C@H:8]2[CH2:10][C@@H:9]2[CH2:11][N:12]([CH2:15][CH3:16])[CH2:13][CH3:14])=[CH:4][CH:3]=1.[N:17]1[NH:18][C:19](=[O:23])[CH:20]=[CH:21][CH:22]=1>>[CH2:13]([N:12]([CH2:11][C@H:9]1[CH2:10][C@@H:8]1[C:5]1[CH:6]=[CH:7][C:2]([N:18]2[C:19](=[O:23])[CH:20]=[CH:21][CH:22]=[N:17]2)=[CH:3][CH:4]=1)[CH2:15][CH3:16])[CH3:14]. Procedure: Following the general procedure, reaction of 7c (2.87 g assayed, 10.2 mmol) with 3(2H)-pyridazinone (1.27 g, 13.2 mmol) afforded a solution of the free base of 8c in an assayed yield of 2.55 g (84% assay yield, 93% peak area). Starting materials: FC1=CC=C(C=C1)N1CCNCC1 (1-(4-fluorophenyl)piperazine), N=1NC(=C2CCCCC12)CCC(=O)O (3-(4,5,6,7-tetrahydro-2H-indazol-3-yl)propionic acid), ClC1=CC=C(C=C1)C1CCNCC1 (4-(4-chlorophenyl)piperidine). Yields the product FC1=CC=C(C=C1)N1CCN(CC1)CCCC=1N(N=C2CCCCC12)C1=NC=CC=C1 (3-(3-(4-(4-fluorophenyl)piperazin-1-yl)propyl)-4,5,6,7-tetrahydro-2-(2-pyridyl)-2H-indazole). As a reaction SMILES: [F:1][C:2]1[CH:7]=[CH:6][C:5]([N:8]2[CH2:13][CH2:12][NH:11][CH2:10][CH2:9]2)=[CH:4][CH:3]=1.[N:14]1[NH:15][C:16]([CH2:23][CH2:24][C:25](O)=O)=[C:17]2[C:22]=1[CH2:21][CH2:20][CH2:19][CH2:18]2.ClC1C=CC([CH:35]2[CH2:40][CH2:39][NH:38][CH2:37][CH2:36]2)=CC=1>>[F:1][C:2]1[CH:3]=[CH:4][C:5]([N:8]2[CH2:13][CH2:12][N:11]([CH2:25][CH2:24][CH2:23][C:16]3[N:15]([C:37]4[CH:36]=[CH:35][CH:40]=[CH:39][N:38]=4)[N:14]=[C:22]4[C:17]=3[CH2:18][CH2:19][CH2:20][CH2:21]4)[CH2:10][CH2:9]2)=[CH:6][CH:7]=1. Procedure details: In the same manner as in Example 102 except that 3-(4,5,6,7-tetrahydro-2-(2-pyridyl)-2H-indazol-3-yl)propionic acid obtained in Starting Material Synthesis Example 10 and 1-(4-fluorophenyl)piperazine are used instead of 3-(4,5,6,7-tetrahydro-2H-indazol-3-yl)propionic acid obtained in Starting Material Synthesis Example 1 and 4-(4-chlorophenyl)piperidine, 3-(3-(4-(4-fluorophenyl)piperazin-1-yl)propyl)-4,5,6,7-tetrahydro-2-(2-pyridyl)-2H-indazole is obtained. Reactants: CC(=O)OC(C)=O, CC(N)c1ccc(F)cc1, Nc1ccccc1, O=[N+]([O-])O. The product is O=[N+]([O-])Nc1ccccc1. As a reaction SMILES: [CH3:11][C:12]([O:13][C:14](=[O:15])[CH3:16])=[O:17].[F:1][c:2]1[cH:3][cH:4][c:5]([CH:6]([NH2:7])[CH3:8])[cH:9][cH:10]1.[NH2:22][c:23]1[cH:24][cH:25][cH:26][cH:27][cH:28]1.[OH:18][N+:19]([O-:20])=[O:21]>>[O-:18][N+:19](=[O:21])[NH:22][c:23]1[cH:24][cH:25][cH:26][cH:27][cH:28]1. The reactants are [OH-].[Na+] (sodium hydroxide), ClC=1C=CC(=C(C(=O)OC)C1)NC(=O)C1=CC(=CC=C1)C1=COC=C1 (methyl 5-chloro-2-({[3-(furan-3-yl)phenyl]carbonyl}amino)benzoate), Cl (hydrochloric acid). Solvent: C1CCOC1 (THF). Conditions: temperature 50 celsius, time 1.5 hour. Product: ClC=1C=CC(=C(C(=O)O)C1)NC(=O)C1=CC(=CC=C1)C1=COC=C1 (5-chloro-2-({[3-(furan-3-yl)phenyl]carbonyl}amino)benzoic acid). Yield: 41.0%. Reaction SMILES: [Cl:1][C:2]1[CH:3]=[CH:4][C:5]([NH:12][C:13]([C:15]2[CH:20]=[CH:19][CH:18]=[C:17]([C:21]3[CH:25]=[CH:24][O:23][CH:22]=3)[CH:16]=2)=[O:14])=[C:6]([CH:11]=1)[C:7]([O:9]C)=[O:8].[OH-].[Na+].Cl>C1COCC1>[Cl:1][C:2]1[CH:3]=[CH:4][C:5]([NH:12][C:13]([C:15]2[CH:20]=[CH:19][CH:18]=[C:17]([C:21]3[CH:25]=[CH:24][O:23][CH:22]=3)[CH:16]=2)=[O:14])=[C:6]([CH:11]=1)[C:7]([OH:9])=[O:8] |f:1.2|. Reported procedure: 0.61 g (1.7 mmol) of methyl 5-chloro-2-({[3-(furan-3-yl)phenyl]carbonyl}amino)benzoate was dissolved in 20 mL of THF solvent, and 4 mL of 1N aqueous sodium hydroxide was added. The mixture was stirred at 50° C. for 1.5 hours. After cooling, 1N hydrochloric acid was added to acidify the reaction mixture. Thereafter, the solvent was distilled off under reduced pressure. Subsequently, water was added to the residue, and solids were collected by filtration and washed with water. The obtained crude p...